From a dataset of the Open Reaction Database (ORD), a public repository of structured organic reaction records. describe an organic reaction: reactants, conditions, products, and yield Starting materials: CO, COC(=O)c1cc(C2CCCN2c2ccccc2)c2oc(N3CCOC(C)C3)cc(=O)c2c1, [Na+], [OH-]. The product is CC1CN(c2cc(=O)c3cc(C(=O)O)cc(C4CCCN4c4ccccc4)c3o2)CCO1. RXN SMILES: [CH3:36][OH:37].[CH3:3][CH:4]1[O:5][CH2:6][CH2:7][N:8]([c:10]2[o:11][c:12]3[c:13]([CH:25]4[N:26]([c:30]5[cH:31][cH:32][cH:33][cH:34][cH:35]5)[CH2:27][CH2:28][CH2:29]4)[cH:14][c:15]([C:21](=[O:22])[O:23][CH3:24])[cH:16][c:17]3[c:18](=[O:20])[cH:19]2)[CH2:9]1.[Na+:2].[OH-:1]>>[CH3:3][CH:4]1[O:5][CH2:6][CH2:7][N:8]([c:10]2[o:11][c:12]3[c:13]([CH:25]4[N:26]([c:30]5[cH:31][cH:32][cH:33][cH:34][cH:35]5)[CH2:27][CH2:28][CH2:29]4)[cH:14][c:15]([C:21](=[O:22])[OH:23])[cH:16][c:17]3[c:18](=[O:20])[cH:19]2)[CH2:9]1.